The task is: describe an organic reaction: reactants, conditions, products, and yield. This data is from the Open Reaction Database (ORD), a public repository of structured organic reaction records. Reactants: Cc1ccccc1, ClCCl, [NH4+], CCCn1nc(C(=O)O)cc1CCN1C(=O)c2ccccc2C1=O, [OH-], O=S(Cl)Cl. The product is CCCn1nc(C(N)=O)cc1CCN1C(=O)c2ccccc2C1=O. As a reaction SMILES: [CH3:1][c:2]1[cH:3][cH:4][cH:5][cH:6][cH:7]1.[Cl:38][CH2:39][Cl:40].[NH4+:36].[O:12]=[C:13]1[N:14]([CH2:23][CH2:24][c:25]2[cH:26][c:27]([C:33](=[O:34])[OH:35])[n:28][n:29]2[CH2:30][CH2:31][CH3:32])[C:15](=[O:22])[c:16]2[cH:17][cH:18][cH:19][cH:20][c:21]21.[OH-:37].[S:8]([Cl:9])([Cl:10])=[O:11]>>[O:12]=[C:13]1[N:14]([CH2:23][CH2:24][c:25]2[cH:26][c:27]([C:33](=[O:34])[NH2:36])[n:28][n:29]2[CH2:30][CH2:31][CH3:32])[C:15](=[O:22])[c:16]2[cH:17][cH:18][cH:19][cH:20][c:21]21.